This data is from the Open Reaction Database (ORD), a public repository of structured organic reaction records. The task is: describe an organic reaction: reactants, conditions, products, and yield Reaction SMILES: [N+:1]([C:4]1[CH:22]=[CH:21][C:7]([O:8][C:9]2([C:15]3[CH:20]=[CH:19][CH:18]=[CH:17][CH:16]=3)[CH2:14][CH2:13][NH:12][CH2:11][CH2:10]2)=[CH:6][CH:5]=1)([O-:3])=[O:2].[C:23]1([CH2:29][CH2:30]Br)[CH:28]=[CH:27][CH:26]=[CH:25][CH:24]=1>>[N+:1]([C:4]1[CH:5]=[CH:6][C:7]([O:8][C:9]2([C:15]3[CH:20]=[CH:19][CH:18]=[CH:17][CH:16]=3)[CH2:10][CH2:11][N:12]([CH2:30][CH2:29][C:23]3[CH:28]=[CH:27][CH:26]=[CH:25][CH:24]=3)[CH2:13][CH2:14]2)=[CH:21][CH:22]=1)([O-:3])=[O:2]. Starting materials: [N+](=O)([O-])C1=CC=C(OC2(CCNCC2)C2=CC=CC=C2)C=C1 (4-(4-nitrophenoxy)-4-phenylpiperidine), C1(=CC=CC=C1)CCBr (2-phenylethyl bromide). Reported procedure: from 4-(4-nitrophenoxy)-4-phenylpiperidine and 2-phenylethyl bromide. Product: [N+](=O)([O-])C1=CC=C(OC2(CCN(CC2)CCC2=CC=CC=C2)C2=CC=CC=C2)C=C1 (4-(4-nitrophenoxy)-4-phenyl-1-(2-phenylethyl)piperidine). Reactants: [K+].[Br-] (KBr), COC1=CC=2C(C3=CC=CC=C3CC2C=C1)=O (2-methoxy-9-anthrone), [OH-].[Na+] (sodium hydroxide), Cl (hydrochloric acid), ArOCH3. The reagents and catalysts are [Zn] (zinc). Solvent: O (water). The product is COC1=CC2=CC3=CC=CC=C3C=C2C=C1 (2-methoxyanthracene). As a reaction SMILES: [CH3:1][O:2][C:3]1[CH:16]=[CH:15][C:14]2[CH2:13][C:12]3[C:7](=[CH:8][CH:9]=[CH:10][CH:11]=3)[C:6](=O)[C:5]=2[CH:4]=1.[OH-].[Na+].Cl.[K+].[Br-]>[Zn].O>[CH3:1][O:2][C:3]1[CH:16]=[CH:15][C:14]2[C:5](=[CH:6][C:7]3[C:12]([CH:13]=2)=[CH:11][CH:10]=[CH:9][CH:8]=3)[CH:4]=1 |f:1.2,4.5|. Procedure: A well-stirred mixture of 20 g zinc dust, 2 ml Fehling I solution, and 120 ml of water was added to a suspension of 8 g 2-methoxy-9-anthrone and 200 ml of 10% aqueous sodium hydroxide. The mixture was refluxed for 30 minutes and filtered hot to give a gray solid. The solid was heated on a steam bath and swirled vigorously while 120 ml of conc. hydrochloric acid were added drop by drop over a 40 min. period. A crude, slightly yellow solid was collected on a Buchner funnel, washed with 100 ml wate... The reactants are ClCCCBr, O=C([O-])[O-], CCOC(=O)c1ccc2oc(-c3ccccc3)c(O)c(=O)c2c1, [K+], [K+], CN(C)C=O. Yields the product CCOC(=O)c1ccc2oc(-c3ccccc3)c(OCCCCl)c(=O)c2c1. Reaction SMILES: [Br:24][CH2:25][CH2:26][CH2:27][Cl:28].[C:29](=[O:30])([O-:31])[O-:32].[CH2:1]([CH3:2])[O:3][C:4](=[O:5])[c:6]1[cH:7][c:8]2[c:9](=[O:23])[c:10]([OH:22])[c:11](-[c:16]3[cH:17][cH:18][cH:19][cH:20][cH:21]3)[o:12][c:13]2[cH:14][cH:15]1.[K+:33].[K+:34].[O:35]=[CH:36][N:37]([CH3:38])[CH3:39]>>[CH2:1]([CH3:2])[O:3][C:4](=[O:5])[c:6]1[cH:7][c:8]2[c:9](=[O:23])[c:10]([O:22][CH2:25][CH2:26][CH2:27][Cl:28])[c:11](-[c:16]3[cH:17][cH:18][cH:19][cH:20][cH:21]3)[o:12][c:13]2[cH:14][cH:15]1. Starting materials: C(CCC)=O (n-butyraldehyde), C(CCCC)C(=O)C (methyl amyl ketone), aldehyde, ketone. Product: C(C)C(C=O)CCCC (2-ethylhexaldehyde), C(CCC)=O (n-butyraldehyde). As a reaction SMILES: [CH:1](=[O:5])[CH2:2][CH2:3][CH3:4].[CH2:6]([C:11](C)=[O:12])[CH2:7][CH2:8]CC>>[CH2:3]([CH:2]([CH2:11][CH2:6][CH2:7][CH3:8])[CH:1]=[O:5])[CH3:4].[CH:11](=[O:12])[CH2:6][CH2:7][CH3:8]. Reported procedure: The processes according to the invention may be carried out by passing the aldehyde and ketone reactant mixture, and the aldol catalyst solution, through a stationary bed of pelleted or supported hydrogenation catalysts, enclosed in a tubular reactor. This is typical of continuous fixed-bed plug-flow reactor processes, where the reactants are continually consumed as they flow down the length of the reactor. However, as seen in Example 2 (Comparative), when this continuous plug-flow fixed-bed con... The reactants are ClCCl, CN=C=O, CC(C)(C=NO)n1ccnc1. Yields the product CNC(=O)C(=NO)C(C)(C)n1ccnc1. As a reaction SMILES: [CH2:16]([Cl:17])[Cl:18].[CH3:1][N:2]=[C:3]=[O:4].[n:5]1([C:10]([CH:11]=[N:12][OH:13])([CH3:14])[CH3:15])[cH:6][n:7][cH:8][cH:9]1>>[CH3:1][NH:2][C:3](=[O:4])[C:11]([C:10]([n:5]1[cH:6][n:7][cH:8][cH:9]1)([CH3:14])[CH3:15])=[N:12][OH:13]. Reactants: C(CCC)[Li] (n-butyllithium), FC1=C(C(=CC=C1)I)C (2-fluoro-6-iodotoluene), FC(C1=NOC2CC12)F (4-(difluoromethyl)-2-oxa-3-azabicyclo[3.1.0]hex-3-ene), B(F)(F)F.CCOCC (boron trifluoride diethyl etherate). Solvent: C(C)OCC (diethyl ether), C1(=CC=CC=C1)C (toluene). Conditions: temperature -78 celsius, time 10 minute. Yields the product FC(C1(NOC2CC12)C1=C(C(=CC=C1)F)C)F (4-(difluoromethyl)-4-(3-fluoro-2-methylphenyl)-2-oxa-3-azabicyclo[3.1.0]hexane). Yield: 44.3%. Reaction SMILES: C([Li])CCC.[F:6][C:7]1[CH:12]=[CH:11][CH:10]=[C:9](I)[C:8]=1[CH3:14].[F:15][CH:16]([F:23])[C:17]1[CH:22]2[CH:20]([CH2:21]2)[O:19][N:18]=1.B(F)(F)F.CCOCC>C1(C)C=CC=CC=1.C(OCC)C>[F:15][CH:16]([F:23])[C:17]1([C:9]2[CH:10]=[CH:11][CH:12]=[C:7]([F:6])[C:8]=2[CH3:14])[CH:22]2[CH:20]([CH2:21]2)[O:19][NH:18]1 |f:3.4|. Procedure: To a flame dried RBF was added a solution of n-butyllithium (2.5M in hexanes; 3.01 ml, 7.51 mmol) and diethyl ether (15 ml). The solution was cooled to −78° C., and 2-fluoro-6-iodotoluene (0.981 ml, 7.51 mmol) was added dropwise and the reaction was stirred at −78° C. for 10 minutes. A −78° C. premixed solution of 4-(difluoromethyl)-2-oxa-3-azabicyclo[3.1.0]hex-3-ene (1.00 g, 7.51 mmol) and boron trifluoride diethyl etherate (0.927 ml, 7.51 mmol) in toluene (10 ml) was added to the reaction via ... The reactants are [OH-].[Na+] (NaOH), BrC1=C(C(=O)OCC)C=CC(=C1OCC(=O)N(CCC)CCC)Br (ethyl 2,4-dibromo-3-(N,N-di-n-propylaminocarbonylmethoxy)benzoate), Cl (HCl). The solvent is O (H2O), C1CCOC1 (THF). Reaction conditions: time 12 hour. Yields the product BrC1=C(C(=O)O)C=CC(=C1OCC(=O)N(CCC)CCC)Br (2,4-dibromo-3-(N,N-di-n-propylaminocarbonylmethoxy)benzoic acid). Reaction SMILES: [Br:1][C:2]1[C:12]([O:13][CH2:14][C:15]([N:17]([CH2:21][CH2:22][CH3:23])[CH2:18][CH2:19][CH3:20])=[O:16])=[C:11]([Br:24])[CH:10]=[CH:9][C:3]=1[C:4]([O:6]CC)=[O:5].[OH-].[Na+].Cl>C1COCC1.O>[Br:1][C:2]1[C:12]([O:13][CH2:14][C:15]([N:17]([CH2:21][CH2:22][CH3:23])[CH2:18][CH2:19][CH3:20])=[O:16])=[C:11]([Br:24])[CH:10]=[CH:9][C:3]=1[C:4]([OH:6])=[O:5] |f:1.2|. Procedure details: 1.24 g (2.70 mmol) of ethyl 2,4-dibromo-3-(N,N-di-n-propylaminocarbonylmethoxy)benzoate were dissolved in 10 ml of THF and 10 ml of H2O, and 0.117 g of NaOH was added. After stirring at RT for 12 h the mixture was admixed with 6 N HCl and extracted with CH2Cl2. Drying of the organic phase over Na2SO4 gave 2,4-dibromo-3-(N,N-di-n-propylaminocarbonylmethoxy)benzoic acid as a viscous colorless oil. Starting materials: C(C1=CC=CC=C1)(=O)C1=C(C(=C(C=C1)O)Cl)Cl (4-benzoyl-2,3-dichlorophenol), ClCC#N (chloroaceto nitrile), C(=O)([O-])[O-].[K+].[K+] (K2CO3). Run in CC(=O)C (acetone). The product is C(C1=CC=CC=C1)(=O)C1=C(C(=C(OCC#N)C=C1)Cl)Cl (4-Benzoyl-2,3-dichlorophenoxyaceto nitrile). RXN SMILES: [C:1]([C:9]1[CH:14]=[CH:13][C:12]([OH:15])=[C:11]([Cl:16])[C:10]=1[Cl:17])(=[O:8])[C:2]1[CH:7]=[CH:6][CH:5]=[CH:4][CH:3]=1.Cl[CH2:19][C:20]#[N:21].C([O-])([O-])=O.[K+].[K+]>CC(C)=O>[C:1]([C:9]1[CH:14]=[CH:13][C:12]([O:15][CH2:19][C:20]#[N:21])=[C:11]([Cl:16])[C:10]=1[Cl:17])(=[O:8])[C:2]1[CH:3]=[CH:4][CH:5]=[CH:6][CH:7]=1 |f:2.3.4|. Reported procedure: A mixture of 26.70 g. (0.10 mole) of 4-benzoyl-2,3-dichlorophenol, 7.40 g. (0.10 mole) of chloroaceto nitrile, 10.40 g. (0.15 mole) of anhydrous K2CO3 and catalytic amount of KI in 200 ml. of acetone was refluxed overnight. The residue was triturated with ether and the product was collected by filtration and dried to yield 22.80 g. (75%); m.p. 110°-112°. This product was used in the next step without further purification. The reactants are OCC1=CC=CC=2N1C=CN2 (5-hydroxymethylimidazo[1,2-a]pyridine), S(=O)(Cl)Cl (thionyl chloride), S1C(NC(C1)=O)=O (thiazolidine-2,4-dione), C1CCC2=NCCCN2CC1 (1,8-diazabicyclo[5.4.0]-7-undecene). Solvent: ClCCl (dichloromethane), O (water), CN(C=O)C (N,N-dimethylformamide). Run at time 1 hour. Product: N=1C=CN2C1C=CC=C2CN2C(SCC2=O)=O (3-(imidazo[1,2-a]pyridin-5-yl)methylthiazolidine-2,4-dione). RXN SMILES: O[CH2:2][C:3]1[N:8]2[CH:9]=[CH:10][N:11]=[C:7]2[CH:6]=[CH:5][CH:4]=1.S(Cl)(Cl)=O.[S:16]1[CH2:20][C:19](=[O:21])[NH:18][C:17]1=[O:22].C1CCN2C(=NCCC2)CC1>ClCCl.CN(C)C=O.O>[N:11]1[CH:10]=[CH:9][N:8]2[C:3]([CH2:2][N:18]3[C:19](=[O:21])[CH2:20][S:16][C:17]3=[O:22])=[CH:4][CH:5]=[CH:6][C:7]=12. Procedure details: To a suspension of 1.19 g (8.0 mmol) of 5-hydroxymethylimidazo[1,2-a]pyridine in 10 ml of dichloromethane, 4.05 ml (56 mmol) of thionyl chloride was added, followed by stirring at room temperature for 1 hour, after which the solvent was distilled off. To a solution of this residue and 0.94 g (8.0 mmol) of thiazolidine-2,4-dione in 15 ml of N,N-dimethylformamide, 2.40 ml (16.0 mmol) of 1,8-diazabicyclo[5.4.0]-7-undecene was added, followed by stirring at 80° C. for 16 hours. After the reaction mi...